describe an organic reaction: reactants, conditions, products, and yield From a dataset of the Open Reaction Database (ORD), a public repository of structured organic reaction records. Starting materials: N=1ON=C2C1C=CC=C2C2C=1C(NC(=C2C#N)C2C3(OCCO3)CCCC2)=NNC1 (4-(2,1,3-Benzoxadiazol-4-yl)-5-cyano-4,7-dihydro-6-(1,4-dioxa-spiro[4,5]decan-6-yl)-2H-pyrazolo[3,4-b]pyridine), O1CCOCC1.Cl (HCl dioxane). The solvent is CO (methanol). Run at temperature 60 celsius. The product is N=1ON=C2C1C=CC=C2C2C=1C(NC(=C2C#N)C2C(CCCC2)=O)=NNC1 (4-(2,1,3-Benzoxadiazol-4-yl)-5-cyano-4,7-dihydro-6-(2-oxocyclohexan-1-yl)-2H-pyrazolo[3,4-b]pyridine). Isolated yield 2.2%. RXN SMILES: [N:1]1[O:2][N:3]=[C:4]2[C:9]([CH:10]3[C:15]([C:16]#[N:17])=[C:14]([CH:18]4[CH2:27][CH2:26][CH2:25][CH2:24][C:19]54OCC[O:20]5)[NH:13][C:12]4=[N:28][NH:29][CH:30]=[C:11]34)=[CH:8][CH:7]=[CH:6][C:5]=12.O1CCOCC1.Cl>CO>[N:1]1[O:2][N:3]=[C:4]2[C:9]([CH:10]3[C:15]([C:16]#[N:17])=[C:14]([CH:18]4[CH2:27][CH2:26][CH2:25][CH2:24][C:19]4=[O:20])[NH:13][C:12]4=[N:28][NH:29][CH:30]=[C:11]34)=[CH:8][CH:7]=[CH:6][C:5]=12 |f:1.2|. Procedure details: To a solution of 4-(2,1,3-Benzoxadiazol-4-yl)-5-cyano-4,7-dihydro-6-(1,4-dioxa-spiro[4,5]decan-6-yl)-2H-pyrazolo[3,4-b]pyridine (1.0 g) in methanol (30 mL) was added 4N HCl dioxane solution (6.0 mL) at room temperature and the mixture was heated at 60° C. for two hours. After alkalification with sodium bicarbonate, the mixture was extracted with chloroform. The solvent was evaporated under reduced pressure and the residue was purified by silica gel column chromatography (eluent:hexane-ethyl acet... Reactants: COC=1C=C(C=CC1OC)C1=NN2C(S1)=NC(=C2I)C (2-(3,4-dimethoxy-phenyl)-5-iodo-6-methyl-imidazo[2,1-b][1,3,4]thiadiazole), CC1(OB(OC1(C)C)C=1C=C(C(=NC1)N)C(F)(F)F)C (5-(4,4,5,5-tetramethyl-[1,3,2]dioxaborolan-2-yl)-3-trifluoromethyl-pyridin-2-ylamine), C(Cl)Cl (DCM), C([O-])([O-])=O.[Cs+].[Cs+] (cesium carbonate). Reagents/catalysts: C1=CC=C(C=C1)P([C-]2C=CC=C2)C3=CC=CC=C3.C1=CC=C(C=C1)P([C-]2C=CC=C2)C3=CC=CC=C3.Cl[Pd]Cl.[Fe+2] (Pd(dppf)Cl2). Solvent: O (water), COCCOC (DME), O (water). Product: COC=1C=C(C=CC1OC)C1=NN2C(S1)=NC(=C2C=2C=C(C(=NC2)N)C(F)(F)F)C (5-[2-(3,4-Dimethoxy-phenyl)-6-methyl-imidazo[2,1-b][1,3,4]thiadiazol-5-yl]-3-trifluoromethyl-pyridin-2-ylamine). Yield: 51.5%. As a reaction SMILES: [CH3:1][O:2][C:3]1[CH:4]=[C:5]([C:11]2[S:15][C:14]3=[N:16][C:17]([CH3:20])=[C:18](I)[N:13]3[N:12]=2)[CH:6]=[CH:7][C:8]=1[O:9][CH3:10].CC1(C)C(C)(C)OB([C:29]2[CH:30]=[C:31]([C:36]([F:39])([F:38])[F:37])[C:32]([NH2:35])=[N:33][CH:34]=2)O1.C(Cl)Cl.C(=O)([O-])[O-].[Cs+].[Cs+]>COCCOC.O.C1C=CC(P(C2C=CC=CC=2)[C-]2C=CC=C2)=CC=1.C1C=CC(P(C2C=CC=CC=2)[C-]2C=CC=C2)=CC=1.Cl[Pd]Cl.[Fe+2]>[CH3:1][O:2][C:3]1[CH:4]=[C:5]([C:11]2[S:15][C:14]3=[N:16][C:17]([CH3:20])=[C:18]([C:29]4[CH:30]=[C:31]([C:36]([F:39])([F:38])[F:37])[C:32]([NH2:35])=[N:33][CH:34]=4)[N:13]3[N:12]=2)[CH:6]=[CH:7][C:8]=1[O:9][CH3:10] |f:3.4.5,8.9.10.11|. Procedure details: A mixture of 2-(3,4-dimethoxy-phenyl)-5-iodo-6-methyl-imidazo[2,1-b][1,3,4]thiadiazole (0.125 g, 0.312 mmol, 1 eq), 5-(4,4,5,5-tetramethyl-[1,3,2]dioxaborolan-2-yl)-3-trifluoromethyl-pyridin-2-ylamine (0.119 g, 0.414 mmol, 1.33 eq), Pd(dppf)Cl2.DCM (0.008 g, 0.009 mmol, 0.03 eq) and cesium carbonate (0.305 g, 0.935 mmol, 3 eq) in DME (4 mL) and water (0.1 mL) was heated in the microwave oven (45 min, 130° C.), cooled to RT, diluted with water, extracted with EtOAc and washed with brine. The orga... Starting materials: COC1=C(CNC2=C(C=CC(=C2)F)NC2=NC=C3NC(N(C3=N2)[C@@H]2CCOC3=C(C=CC=C23)F)=O)C=CC(=C1)OC ((R)-2-(2-(2,4-dimethoxybenzylamino)-4-fluorophenylamino)-9-(8-fluorochroman-4-yl)-7H-purin-8(9H)-one), C(=O)(C(F)(F)F)O (TFA), C(C)[SiH](CC)CC (triethyl silane). Reaction conditions: time 16 hour. The product is NC1=C(C=CC(=C1)F)NC1=NC=C2NC(N(C2=N1)[C@@H]1CCOC2=C(C=CC=C12)F)=O ((R)-2-(2-amino-4-fluorophenylamino)-9-(8-fluorochroman-4-yl)-7H-purin-8(9H)-one). RXN SMILES: COC1C=C(OC)C=CC=1C[NH:6][C:7]1[CH:12]=[C:11]([F:13])[CH:10]=[CH:9][C:8]=1[NH:14][C:15]1[N:23]=[C:22]2[C:18]([NH:19][C:20](=[O:35])[N:21]2[C@H:24]2[C:33]3[C:28](=[C:29]([F:34])[CH:30]=[CH:31][CH:32]=3)[O:27][CH2:26][CH2:25]2)=[CH:17][N:16]=1.C(O)(C(F)(F)F)=O.C([SiH](CC)CC)C>>[NH2:6][C:7]1[CH:12]=[C:11]([F:13])[CH:10]=[CH:9][C:8]=1[NH:14][C:15]1[N:23]=[C:22]2[C:18]([NH:19][C:20](=[O:35])[N:21]2[C@H:24]2[C:33]3[C:28](=[C:29]([F:34])[CH:30]=[CH:31][CH:32]=3)[O:27][CH2:26][CH2:25]2)=[CH:17][N:16]=1. Reported procedure: A mixture of (R)-2-(2-(2,4-dimethoxybenzylamino)-4-fluorophenylamino)-9-(8-fluorochroman-4-yl)-7H-purin-8(9H)-one (14 mg) and TFA (1 mL) was stirred for 60 min when triethyl silane (0.5 mL) was added. The resulting solution was stirred at RT for 16 hr, then the solvents were reduced in vacuo to yield (R)-2-(2-amino-4-fluorophenylamino)-9-(8-fluorochroman-4-yl)-7H-purin-8(9H)-one that was used as such. The reactants are CC(=O)n1nc(C)c2cc(Br)ccc21, CO, Cl. The product is Cl, Cc1n[nH]c2ccc(Br)cc12. As a reaction SMILES: [C:1](=[O:2])([CH3:3])[n:4]1[n:5][c:6]([CH3:14])[c:7]2[cH:8][c:9]([Br:13])[cH:10][cH:11][c:12]12.[CH3:16][OH:17].[ClH:15]>>[ClH:15].[nH:4]1[n:5][c:6]([CH3:14])[c:7]2[cH:8][c:9]([Br:13])[cH:10][cH:11][c:12]12. The reactants are NC1=NC(=C(C(=N1)OCC1CCCCC1)C=O)N(CC1=CC=C(C=C1)OC)CC1=CC=C(C=C1)OC (2-Amino-4-cyclohexylmethoxy-6-di(4-methoxybenzyl)amino-5-pyrimidine carbaldehyde), C1(CCCCC1)CO (cyclohexylmethanol). Solvent: FC(C(=O)O)(F)F (trifluoracetic acid). The product is NC1=NC(=C(C(=N1)OCC1CCCCC1)C=O)N (2,6-Diamino-4-cyclohexylmethoxy-5-pyrimidine carbaldehyde). Reaction SMILES: [NH2:1][C:2]1[N:7]=[C:6]([O:8][CH2:9][CH:10]2[CH2:15][CH2:14][CH2:13][CH2:12][CH2:11]2)[C:5]([CH:16]=[O:17])=[C:4]([N:18](CC2C=CC(OC)=CC=2)CC2C=CC(OC)=CC=2)[N:3]=1.C1(CO)CCCCC1>FC(F)(F)C(O)=O>[NH2:1][C:2]1[N:7]=[C:6]([O:8][CH2:9][CH:10]2[CH2:15][CH2:14][CH2:13][CH2:12][CH2:11]2)[C:5]([CH:16]=[O:17])=[C:4]([NH2:18])[N:3]=1. Reported procedure: The mixture of 2-Amino-4-cyclohexylmethoxy-6-di(4-methoxybenzyl)amino-5-pyrimidine carbaldehyde and cyclohexylmethanol obtained previously was stirred in trifluoracetic acid (2 ml) at 65° C. for 24 h. The same workup procedure was used as previously, with purification of the product by column chromatography eluting with 40% EtOAc/petrol (40:60) yielding a pale yellow solid. M.p. 159-160° C. The reactants are ClC=1C=C(C2=C(N1)N(N=C2)C(C)C)C(=O)NCC=2C(NC(=CC2C)C)=O (6-chloro-N-[(4,6-dimethyl-2-oxo-1,2-dihydro-3-pyridinyl)methyl]-1-(1-methylethyl)-1H-pyrazolo[3,4-b]pyridine-4-carboxamide), C(C)O (ethanol), N1(CCNCC1)C(=O)OC(C)(C)C (1,1-dimethylethyl 1-piperazinecarboxylate), N (Ammonia). Run in O (water), C(Cl)Cl (CH2Cl2), C(Cl)(Cl)Cl (Chloroform). Conditions: temperature 120 celsius. Product: CC1=C(C(NC(=C1)C)=O)CNC(=O)C=1C2=C(N=C(C1)N1CCNCC1)N(N=C2)C(C)C (N-[(4,6-Dimethyl-2-oxo-1,2-dihydro-3-pyridinyl)methyl]-1-(1-methylethyl)-6-(1-piperazinyl)-1H-pyrazolo[3,4-b]pyridine-4-carboxamide). Yield: 55.0%. As a reaction SMILES: Cl[C:2]1[CH:3]=[C:4]([C:14]([NH:16][CH2:17][C:18]2[C:19](=[O:26])[NH:20][C:21]([CH3:25])=[CH:22][C:23]=2[CH3:24])=[O:15])[C:5]2[CH:10]=[N:9][N:8]([CH:11]([CH3:13])[CH3:12])[C:6]=2[N:7]=1.C(O)C.[N:30]1(C(OC(C)(C)C)=O)[CH2:35][CH2:34][NH:33][CH2:32][CH2:31]1.N>C(Cl)Cl.C(Cl)(Cl)Cl.O>[CH3:24][C:23]1[CH:22]=[C:21]([CH3:25])[NH:20][C:19](=[O:26])[C:18]=1[CH2:17][NH:16][C:14]([C:4]1[C:5]2[CH:10]=[N:9][N:8]([CH:11]([CH3:13])[CH3:12])[C:6]=2[N:7]=[C:2]([N:30]2[CH2:35][CH2:34][NH:33][CH2:32][CH2:31]2)[CH:3]=1)=[O:15]. Procedure: To a 10 mL microwave vial equipped with stir bar were added 6-chloro-N-[(4,6-dimethyl-2-oxo-1,2-dihydro-3-pyridinyl)methyl]-1-(1-methylethyl)-1H-pyrazolo[3,4-b]pyridine-4-carboxamide (0.060 g, 0.160 mmol), ethanol (1.5 mL), and 1,1-dimethylethyl 1-piperazinecarboxylate (0.299 g, 1.605 mmol). The stirring suspension was placed onto heat block and heated at 120° C. for 18 h, and then irradiated (microwave) at 160° C. for 2 hr. The contents were cooled to room temperature, diluted into water (40 mL... Reactants: C(C)(=O)O[C@H]1[C@H]([C@@H](C[C@@H]1N1C=NC2=C1C=C(C(=C2)Cl)Cl)COC(C)=O)OC(C)=O ((±)(1R*,2S*,3S*,5S*)-3-(Acetoxymethyl)-5-(5,6-dichloro-1H-benzimidazol-1-yl)-1,2-cyclopentanediyl diacetate), IN1C(CCC1=O)=O (N-Iodosuccinimide). Solvent: CN(C=O)C (N,N-dimethylformamide). The product is C(C)(=O)O[C@H]1[C@H]([C@@H](C[C@@H]1N1C(=NC2=C1C=C(C(=C2)Cl)Cl)I)COC(C)=O)OC(C)=O ((±)(1R*,2S*,3S*,5S*)-3-(acetoxymethyl)-5-(5,6-dichloro-2-iodo-1H-benzimidazol-1-yl)-1,2-cyclopentanediyl diacetate). Yield: 39.6%. Reaction SMILES: [C:1]([O:4][C@@H:5]1[C@@H:9]([N:10]2[C:14]3[CH:15]=[C:16]([Cl:20])[C:17]([Cl:19])=[CH:18][C:13]=3[N:12]=[CH:11]2)[CH2:8][C@@H:7]([CH2:21][O:22][C:23](=[O:25])[CH3:24])[C@@H:6]1[O:26][C:27](=[O:29])[CH3:28])(=[O:3])[CH3:2].[I:30]N1C(=O)CCC1=O>CN(C)C=O>[C:1]([O:4][C@@H:5]1[C@@H:9]([N:10]2[C:14]3[CH:15]=[C:16]([Cl:20])[C:17]([Cl:19])=[CH:18][C:13]=3[N:12]=[C:11]2[I:30])[CH2:8][C@@H:7]([CH2:21][O:22][C:23](=[O:25])[CH3:24])[C@@H:6]1[O:26][C:27](=[O:29])[CH3:28])(=[O:3])[CH3:2]. Reported procedure: (±)(1R*,2S*,3S*,5S*)-3-(Acetoxymethyl)-5-(5,6-dichloro-1H-benzimidazol-1-yl)-1,2-cyclopentanediyl diacetate (500 mg, 1.13 mmol) was dissolved in dry N,N-dimethylformamide (4 mL) and heated to 95°-105° C. N-Iodosuccinimide (534 mg, 2.3 mmol as 95%) was added in portions over 5.5 hours. Volatiles were removed in vacuo and the residue chromatographed on silica gel. Elution with 10% ethyl acetate-hexanes followed by solidification from ethanol-water gave (±)(1R*,2S*,3S*,5S*)-3-(acetoxymethyl)-5-(5,6...